This data is from the Open Reaction Database (ORD), a public repository of structured organic reaction records. The task is: describe an organic reaction: reactants, conditions, products, and yield Reaction SMILES: [F:1][C:2]1[CH:14]=[CH:13][C:5]([C:6]([C:8](=[CH2:12])C(O)=O)=O)=[CH:4][CH:3]=1.C1(C)C=CC(S(O)(=O)=O)=CC=1.S(=O)(=O)(O)O.[C:31](=[O:34])(O)[O-].[Na+].[NH2:36][NH2:37]>C(O)C>[F:1][C:2]1[CH:3]=[CH:4][C:5]([C:6]2[CH:8]=[CH:12][C:31](=[O:34])[NH:37][N:36]=2)=[CH:13][CH:14]=1 |f:3.4|. The solvent is C(C)O (ethanol). Starting materials: C([O-])(O)=O.[Na+] (sodium bicarbonate), FC1=CC=C(C(=O)C(C(=O)O)=C)C=C1 ((4'-Fluorobenzoyl)-acrylic acid), C1(=CC=C(C=C1)S(=O)(=O)O)C (p-toluenesulfonic acid), S(O)(O)(=O)=O (sulfuric acid), NN (hydrazine). Yields the product FC1=CC=C(C=C1)C1=NNC(C=C1)=O (3-(4'-Fluorophenyl)-6-pyridazinone). Procedure details: (4'-Fluorobenzoyl)-acrylic acid (582 g, 2.998 mol of m.p.=134°-137° C.) was dissolved in ethanol (3300 ml), p-toluenesulfonic acid (23 g) and sulfuric acid (conc., 4 ml) was added, and the mixture was then refluxed for 18 hours. The mineral acid was then neutralized by adding anhydrous sodium bicarbonate. The inorganic salts were then filtered off, a hydrazine solution (6 mol hydrazine, 700 ml of water) was added to the mechanically stirred solution of the esterification product, and the mixture... Starting materials: CI, COc1ccc(N)cc1, CC#N, S=c1ccccn1-c1ccc(I)cc1, CN(C)C=O. Product: COc1ccc(N=c2ccccn2-c2ccc(I)cc2)cc1. Reaction SMILES: [CH3:15][I:16].[CH3:17][O:18][c:19]1[cH:20][cH:21][c:22]([NH2:25])[cH:23][cH:24]1.[CH3:26][C:27]#[N:28].[I:1][c:2]1[cH:3][cH:4][c:5](-[n:8]2[c:9](=[S:14])[cH:10][cH:11][cH:12][cH:13]2)[cH:6][cH:7]1.[O:29]=[CH:30][N:31]([CH3:32])[CH3:33]>>[I:1][c:2]1[cH:3][cH:4][c:5](-[n:8]2[c:9](=[N:25][c:22]3[cH:21][cH:20][c:19]([O:18][CH3:17])[cH:24][cH:23]3)[cH:10][cH:11][cH:12][cH:13]2)[cH:6][cH:7]1. Starting materials: [O-]CC.[Na+] (sodium ethoxide), ClC1=C(C(=O)O)C=CC(=N1)Cl (2,6-dichloronicotinic acid), C(C)O (ethanol). Reaction conditions: temperature 170 celsius. Product: C(C)OC1=C(C(=O)O)C=CC(=N1)OCC (2,6-Diethoxynicotinic Acid). Reaction SMILES: [O-:1][CH2:2][CH3:3].[Na+].Cl[C:6]1[N:14]=[C:13](Cl)[CH:12]=[CH:11][C:7]=1[C:8]([OH:10])=[O:9].[CH2:16]([OH:18])[CH3:17]>>[CH2:2]([O:1][C:6]1[N:14]=[C:13]([O:18][CH2:16][CH3:17])[CH:12]=[CH:11][C:7]=1[C:8]([OH:10])=[O:9])[CH3:3] |f:0.1|. Procedure: A solution of sodium ethoxide (23.3 mL) was added to a solution of 2,6-dichloronicotinic acid (2.00 g) in ethanol (10 mL). The mixture was heated in a sealed vessel at 170° C. for 1 day. After cooling, the mixture was concentrated in vacuo and the residue taken in water and acidified with hydrochloric acid to pH 3. The precipitated solids were collected by filtration and washed with water to obtain the title compound (1.75 g) having the following physical data. Reactants: FC=1C=C(C=CC1OC)SC=1C=CN2N=C(N(C(C21)=O)C2=CC=CC=C2)[C@H](C)NC(OC(C)(C)C)=O ((S)-tert-Butyl (1-(5-((3-fluoro-4-methoxyphenyl)thio)-4-oxo-3-phenyl-3,4-dihydropyrrolo[2,1-f][1,2,4]triazin-2-yl)ethyl)carbamate), Cl (hydrochloric acid), O1CCOCC1 (dioxane). Yields the product N[C@@H](C)C1=NN2C(C(N1C1=CC=CC=C1)=O)=C(C=C2)SC2=CC(=C(C=C2)OC)F ((S)-2-(1-Aminoethyl)-5-((3-fluoro-4-methoxyphenyl)thio)-3-phenylpyrrolo[2,1-f][1,2,4]triazin-4(3H)-one), hydrochloride salt. Isolated yield 98.0%. Reaction SMILES: [F:1][C:2]1[CH:3]=[C:4]([S:10][C:11]2[CH:12]=[CH:13][N:14]3[C:19]=2[C:18](=[O:20])[N:17]([C:21]2[CH:26]=[CH:25][CH:24]=[CH:23][CH:22]=2)[C:16]([C@@H:27]([NH:29]C(=O)OC(C)(C)C)[CH3:28])=[N:15]3)[CH:5]=[CH:6][C:7]=1[O:8][CH3:9].Cl.O1CCOCC1>>[NH2:29][C@H:27]([C:16]1[N:17]([C:21]2[CH:26]=[CH:25][CH:24]=[CH:23][CH:22]=2)[C:18](=[O:20])[C:19]2=[C:11]([S:10][C:4]3[CH:5]=[CH:6][C:7]([O:8][CH3:9])=[C:2]([F:1])[CH:3]=3)[CH:12]=[CH:13][N:14]2[N:15]=1)[CH3:28]. Procedure details: (S)-tert-Butyl (1-(5-((3-fluoro-4-methoxyphenyl)thio)-4-oxo-3-phenyl-3,4-dihydropyrrolo[2,1-f][1,2,4]triazin-2-yl)ethyl)carbamate (226 mg, 0.44 mmol) was treated with a solution of hydrochloric acid in dioxane (4M, 2.2 mL, 8.8 mmol) according to the method described in Preparation 1 to obtain 293 mg (95% purity, 98% yield) of the title compound as a hydrochloride salt that was used in the following step without further purification. Starting materials: CN1N=C(C=C1C(=O)O)C(F)(F)F (1-methyl-3-(trifluoromethyl)-1H-pyrazole-5-carboxylic acid), NC=1C=C(OC=2C=CC=3N(N2)C=C(N3)NC(=O)C3CC3)C=CC1F (N-[6-(3-amino-4-fluorophenoxy)imidazo[1,2-b]pyridazin-2-yl]cyclopropanecarboxamide), O1CCCC1 (tetrahydrofuran), C(C(=O)Cl)(=O)Cl (oxalyl chloride). Reagents/catalysts: CN(C=O)C (N,N-dimethylformamide). Solvent: CN(C(C)=O)C (N,N-dimethylacetamide). Yields the product C1(CC1)C(=O)NC=1N=C2N(N=C(C=C2)OC=2C=CC(=C(C2)NC(=O)C2=CC(=NN2C)C(F)(F)F)F)C1 (N-[5-({2-[(cyclopropylcarbonyl)amino]imidazo[1,2-b]pyridazin-6-yl}oxy)-2-fluorophenyl]-1-methyl-3-(trifluoromethyl)-1H-pyrazole-5-carboxamide). The yield is 78.2%. RXN SMILES: [CH3:1][N:2]1[C:6]([C:7]([OH:9])=O)=[CH:5][C:4]([C:10]([F:13])([F:12])[F:11])=[N:3]1.O1CCCC1.C(Cl)(=O)C(Cl)=O.[NH2:25][C:26]1[CH:27]=[C:28]([CH:45]=[CH:46][C:47]=1[F:48])[O:29][C:30]1[CH:31]=[CH:32][C:33]2[N:34]([CH:36]=[C:37]([NH:39][C:40]([CH:42]3[CH2:44][CH2:43]3)=[O:41])[N:38]=2)[N:35]=1>CN(C)C=O.CN(C)C(=O)C>[CH:42]1([C:40]([NH:39][C:37]2[N:38]=[C:33]3[CH:32]=[CH:31][C:30]([O:29][C:28]4[CH:45]=[CH:46][C:47]([F:48])=[C:26]([NH:25][C:7]([C:6]5[N:2]([CH3:1])[N:3]=[C:4]([C:10]([F:13])([F:12])[F:11])[CH:5]=5)=[O:9])[CH:27]=4)=[N:35][N:34]3[CH:36]=2)=[O:41])[CH2:43][CH2:44]1. Reported procedure: In the same manner as in Example 259 and using 1-methyl-3-(trifluoromethyl)-1H-pyrazole-5-carboxylic acid (150 mg, 0.79 mmol), tetrahydrofuran (5 mL), N,N-dimethylformamide (1 drop), oxalyl chloride (140 μL, 1.6 mmol), N-[6-(3-amino-4-fluorophenoxy)imidazo[1,2-b]pyridazin-2-yl]cyclopropanecarboxamide (200 mg, 0.61 mmol) and N,N-dimethylacetamide (7 mL) as starting materials, the title compound (240 mg, 77%) was obtained as a white solid. Starting materials: C(C=C)C1=CC=C(C=2C(C=C(OC21)C(=O)OCC)=O)OCC(C)O (ethyl 8-allyl-5-(2-hydroxypropoxy)-4-oxo-4H-1-benzopyran-2-carboxylate), [H][H] (hydrogen). The reagents and catalysts are [Pd] (palladium on charcoal). Run in C(C)O (ethanol). Yields the product OC(COC1=CC=C(C2=C1C(C=C(O2)C(=O)OCC)=O)CCC)C (ethyl 5-(2-hydroxypropoxy)-4-oxo-8-propyl-4H-1-benzopyran-2-carboxylate). RXN SMILES: [CH2:1]([C:4]1[C:13]2[O:12][C:11]([C:14]([O:16][CH2:17][CH3:18])=[O:15])=[CH:10][C:9](=[O:19])[C:8]=2[C:7]([O:20][CH2:21][CH:22]([OH:24])[CH3:23])=[CH:6][CH:5]=1)[CH:2]=[CH2:3].[H][H]>C(O)C.[Pd]>[OH:24][CH:22]([CH3:23])[CH2:21][O:20][C:7]1[C:8]2[C:9](=[O:19])[CH:10]=[C:11]([C:14]([O:16][CH2:17][CH3:18])=[O:15])[O:12][C:13]=2[C:4]([CH2:1][CH2:2][CH3:3])=[CH:5][CH:6]=1. Procedure: To a suspension of ethyl 8-allyl-5-(2-hydroxypropoxy)-4-oxo-4H-1-benzopyran-2-carboxylate (1.2 g) in ethanol (50 ml) was added 5% palladium on charcoal (0.2 g). The resulting suspension was then hydrogenated at a pressure of 4 atmospheres. After 30 minutes hydrogen uptake had ceased. The reaction mixture was filtered and the filtrate evaporated in vacuo. The residual solid was crystallised from ethanol giving ethyl 5-(2-hydroxypropoxy)-4-oxo-8-propyl-4H-1-benzopyran-2-carboxylate identical in al... Reactants: [N+](=O)([O-])C1=CC=C(C=C1)CCOC(=O)NC=1C=2N=CN([C@H]3[C@H](OC(CCCCCNC(CCCCCCCCCCCCC)=O)=O)C[C@@H](CO)O3)C2N=CN1 (3′-Deoxy-N6-[2-(4-nitrophenyl)ethoxycarbonyl]-2 ′-O-[6-(tetradecanoylamino)hexanoyl]adenosine), C1CCC2=NCCCN2CC1 (DBU), CC(=O)O (AcOH). Run in N1=CC=CC=C1 (pyridine), N1=CC=CC=C1 (pyridine). Run at time 18 hour. The product is C(CCCCCCCCCCCCC)(=O)NCCCCCC(=O)O[C@H]1[C@@H](O[C@@H](C1)CO)N1C=NC=2C(N)=NC=NC12 (3′-Deoxy-2′-O-[6-(tetradecanoylamino)hexanoyl]adenosine). Reaction SMILES: [N+](C1C=CC(CCOC([NH:15][C:16]2[C:17]3[N:18]=[CH:19][N:20]([C:52]=3[N:53]=[CH:54][N:55]=2)[C@@H:21]2[O:51][C@H:48]([CH2:49][OH:50])[CH2:47][C@H:22]2[O:23][C:24](=[O:46])[CH2:25][CH2:26][CH2:27][CH2:28][CH2:29][NH:30][C:31](=[O:45])[CH2:32][CH2:33][CH2:34][CH2:35][CH2:36][CH2:37][CH2:38][CH2:39][CH2:40][CH2:41][CH2:42][CH2:43][CH3:44])=O)=CC=1)([O-])=O.C1CCN2C(=NCCC2)CC1.CC(O)=O>N1C=CC=CC=1>[C:31]([NH:30][CH2:29][CH2:28][CH2:27][CH2:26][CH2:25][C:24]([O:23][C@@H:22]1[CH2:47][C@@H:48]([CH2:49][OH:50])[O:51][C@H:21]1[N:20]1[C:52]2[N:53]=[CH:54][N:55]=[C:16]([NH2:15])[C:17]=2[N:18]=[CH:19]1)=[O:46])(=[O:45])[CH2:32][CH2:33][CH2:34][CH2:35][CH2:36][CH2:37][CH2:38][CH2:39][CH2:40][CH2:41][CH2:42][CH2:43][CH3:44]. Procedure details: Compound 10 (160 mg, 0.208 mol) was co-evaporated twice with abs. pyridine and then dissolved in abs. pyridine (2 ml). DBU (158 mg, 1.04 mmol) was added, the mixture kept at r.t. for 18 h, then AcOH (62 mg, 1.04 mmol) added, and the soln. evaporated. The residue was diluted with CHCl3 (80 ml) and washed with a 10% citric acid soln. (2×50 ml), the aq. phase reextracted with CHCl3, the combined org. layer dried (MgSO4), evaporated, and co-evaporated with toluene, and the residue precipitated by Me... The yield is 81.0%. Product: COC1=CC=C(C=C1)N1C(CC2=CC=CC=C12)=O (4-methoxy-phenyl-1,3-dihydro-indol-2-one). Reported procedure: To a solution of 4-(4-methoxy-phenyl)-1,3-dihydro-indol-2-one (59.8 mg, 0.25 mmol) and 3-[(3R)-3-Dimethylamino-pyrrolidine-1-carbonyl)-5-methyl-1H-pyrrole-2-carbaldehyde (64.8 mg, 0.25 mmol) in ethanol (2 mL) was added piperidine (3 drops). The reaction mixture was stirred at room temperature for three days. A yellow solid product was precipitated out, filtered, washed by ethanol for three times, and dried under high vacuum to provide pure product 3-[3-((R)-3-dimethylamino-pyrrolidine-1-carbonyl... Reaction SMILES: COC1C=CC([C:9]2[CH:17]=[CH:16][CH:15]=[C:14]3[C:10]=2[CH2:11][C:12](=[O:18])[NH:13]3)=CC=1.CN(C)[C@@H]1CCN(C([C:28]2[CH:32]=[C:31]([CH3:33])N[C:29]=2[CH:34]=[O:35])=O)C1.[CH2:37](O)C>N1CCCCC1>[CH3:37][O:35][C:34]1[CH:29]=[CH:28][C:32]([N:13]2[C:14]3[C:10](=[CH:9][CH:17]=[CH:16][CH:15]=3)[CH2:11][C:12]2=[O:18])=[CH:31][CH:33]=1. The reagents and catalysts are N1CCCCC1 (piperidine). Run at time 3 day. Reactants: COC1=CC=C(C=C1)C1=C2CC(NC2=CC=C1)=O (4-(4-methoxy-phenyl)-1,3-dihydro-indol-2-one), CN([C@H]1CN(CC1)C(=O)C1=C(NC(=C1)C)C=O)C (3-[(3R)-3-Dimethylamino-pyrrolidine-1-carbonyl)-5-methyl-1H-pyrrole-2-carbaldehyde), C(C)O (ethanol). The reactants are Cl (HCl), CN(C(OC=1C(=C(SC1)C1=CC=CC=C1)C1=CC=CC=C1)=O)C (2,3-diphenyl-thienylcarbonic acid dimethylamide), [Li]CCCC (BuLi), CCCCCC (hexane), BrC1(C=C)CC=CC=C1 (1-bromostyrene). Solvent: CCOCC (ether), CCOCC (ether). Reaction conditions: time 1 hour. Product: C1(=CC=CC=C1)C1=C(C2=C(S1)CC(=C2)C2=CC=CC=C2)C2=CC=CC=C2 (2,3,5-triphenyl-6H-cyclopenta[b]thiophene). Yield: 57.0%. Reaction SMILES: CN(C)C(=O)O[C:5]1[C:6]([C:16]2[CH:21]=[CH:20][CH:19]=[CH:18][CH:17]=2)=[C:7]([C:10]2[CH:15]=[CH:14][CH:13]=[CH:12][CH:11]=2)[S:8][CH:9]=1.[Li][CH2:25]CCC.CCCCCC.Br[C:36]1([CH:43]=[CH:42][CH:41]=[CH:40][CH2:39]1)[CH:37]=[CH2:38].Cl>CCOCC>[C:10]1([C:7]2[S:8][C:9]3[CH2:38][C:37]([C:36]4[CH:43]=[CH:42][CH:41]=[CH:40][CH:39]=4)=[CH:25][C:5]=3[C:6]=2[C:16]2[CH:21]=[CH:20][CH:19]=[CH:18][CH:17]=2)[CH:15]=[CH:14][CH:13]=[CH:12][CH:11]=1. Procedure details: 30.7 g (100 mmol) of 2,3-diphenyl-thienylcarbonic acid dimethylamide was mixed with 100 ml ether and the resulting suspension was added in some portions at 0° C. to solution of 1-stiryllitium prepared from 62 ml 1.6M BuLi in hexane (100 mmol) and 27 g 1-bromostyrene (150 mmol) in 200 ml ether. The mixture warmed to room temperature (r.t.) and was stirred for 1 h. The resulting solution was poured into 500 ml of 5% aqueous HCl. The organic phase was collected, separated from insoluble impurities,...